This data is from the Open Reaction Database (ORD), a public repository of structured organic reaction records. The task is: describe an organic reaction: reactants, conditions, products, and yield The yield is 27.9%. As a reaction SMILES: S(=O)(=O)(O)O.[CH3:6][C:7]1[CH:15]=[CH:14][CH:13]=[CH:12][C:8]=1[C:9]([OH:11])=[O:10].O[CH2:17][NH:18][C:19](=[O:24])[C:20]([CH3:23])([CH3:22])[CH3:21]>O>[CH3:21][C:20]([CH3:23])([CH3:22])[C:19]([NH:18][CH2:17][C:13]1[CH:14]=[CH:15][C:7]([CH3:6])=[C:8]([CH:12]=1)[C:9]([OH:11])=[O:10])=[O:24]. Product: CC(C(=O)NCC=1C=CC(=C(C(=O)O)C1)C)(C)C (5-[(2,2-Dimethylpropanoylamino)methyl]-2-methylbenzoic acid). Solvent: O (water). Starting materials: S(O)(O)(=O)=O (sulfuric acid), CC1=C(C(=O)O)C=CC=C1 (2-methylbenzoic acid), OCNC(C(C)(C)C)=O (N-(hydroxymethyl)-2,2-dimethylpropanamide). Run at time 8 hour. Reported procedure: Cool sulfuric acid (3.67 mL) to 0° C., and add 2-methylbenzoic acid (500 mg, 3.67 mmol, 1.0 equiv) and N-(hydroxymethyl)-2,2-dimethylpropanamide (506 mg, 3.86 mmol, 1.05 equiv). Allow the mixture to warm to room temperature, and stir overnight. Dilute with water (25 mL) and extract with EtOAc (50 mL). Dry the organic layer over MgSO4, filter, and concentrate under reduced pressure to give the crude compound. Purify the material by reverse-phase HPLC on an XBridge Prep C18 5 μM OBD 30×75 mm colum... The reactants are CCCCCCCC(C)C(=O)c1ccc(O)cc1F, CCCCCCCCOc1ccc(C(=O)O)cc1F. Yields the product CCCCCCCCOc1ccc(C(=O)O)c(-c2ccc(C(=O)C(C)CCCCCCC)c(F)c2)c1F. As a reaction SMILES: [F:1][c:2]1[cH:3][c:4]([OH:19])[cH:5][cH:6][c:7]1[C:8]([CH:9]([CH2:10][CH2:11][CH2:12][CH2:13][CH2:14][CH2:15][CH3:16])[CH3:17])=[O:18].[F:20][c:21]1[cH:22][c:23]([C:24](=[O:25])[OH:26])[cH:27][cH:28][c:29]1[O:30][CH2:31][CH2:32][CH2:33][CH2:34][CH2:35][CH2:36][CH2:37][CH3:38]>>[F:1][c:2]1[cH:3][c:4](-[c:22]2[c:21]([F:20])[c:29]([O:30][CH2:31][CH2:32][CH2:33][CH2:34][CH2:35][CH2:36][CH2:37][CH3:38])[cH:28][cH:27][c:23]2[C:24](=[O:25])[OH:26])[cH:5][cH:6][c:7]1[C:8]([CH:9]([CH2:10][CH2:11][CH2:12][CH2:13][CH2:14][CH2:15][CH3:16])[CH3:17])=[O:18]. Starting materials: C(C1=CC=CC=C1)OCC(CC(=O)OCC)=O (ethyl 4-benzyloxy-3-oxobutyrate), C(C)O (ethanol), Ru2Cl4((R)-Tol-BINAP)2. Solvent: CCN(CC)CC (NEt3). Product: C(C1=CC=CC=C1)OC[C@H](CC(=O)OCC)O (ethyl (S)-4-benzyloxy-3-hydroxybutyrate). The yield is 89.2%. Reaction SMILES: [CH2:1]([O:8][CH2:9][C:10](=[O:17])[CH2:11][C:12]([O:14][CH2:15][CH3:16])=[O:13])[C:2]1[CH:7]=[CH:6][CH:5]=[CH:4][CH:3]=1.C(O)C>CCN(CC)CC>[CH2:1]([O:8][CH2:9][C@@H:10]([OH:17])[CH2:11][C:12]([O:14][CH2:15][CH3:16])=[O:13])[C:2]1[CH:7]=[CH:6][CH:5]=[CH:4][CH:3]=1. Reported procedure: In a 100 ml autoclave were charged 20.0 g (84.7 mmol) of ethyl 4-benzyloxy-3-oxobutyrate, 16 ml of ethanol, and 31 mg (0.034 mmol) of Ru2Cl4((R)-Tol-BINAP)2.NEt3, and asymmetric hydrogenation was performed at 100° C. under a hydrogen pressure of 10 torr for 3 hours (conversion: 100%). The solvent was evaporated under reduced pressure to give 18.0 g of the title compound as liquid. Reactants: Cl, C1CCOC1, O, CC(C)O[Si](C)(Cn1cncn1)c1ccc(-c2ccccc2)cc1. The product is C[Si](O)(Cn1cncn1)c1ccc(-c2ccccc2)cc1. RXN SMILES: [ClH:25].[O:27]1[CH2:28][CH2:29][CH2:30][CH2:31]1.[OH2:26].[c:1]1(-[c:19]2[cH:20][cH:21][cH:22][cH:23][cH:24]2)[cH:2][cH:3][c:4]([Si:7]([CH2:8][n:9]2[n:10][cH:11][n:12][cH:13]2)([O:14][CH:15]([CH3:16])[CH3:17])[CH3:18])[cH:5][cH:6]1>>[c:1]1(-[c:19]2[cH:20][cH:21][cH:22][cH:23][cH:24]2)[cH:2][cH:3][c:4]([Si:7]([CH2:8][n:9]2[n:10][cH:11][n:12][cH:13]2)([OH:14])[CH3:18])[cH:5][cH:6]1.